Dataset: the Open Reaction Database (ORD), a public repository of structured organic reaction records. Task: describe an organic reaction: reactants, conditions, products, and yield Reported procedure: To a stirred solution of (2S,3R)-1-(N-allyloxycarbonyl-N-methylamino)-2-allyloxycarbonylaminomethyl-3-t-butyldimethylsilyloxybutane (28.18 g) in ethyl acetate (500 ml) was added hydrochloric acid (6N, 17 ml), and the resulting mixture was stirred at ambient temperature for 2 hours. The reaction mixture was washed in turn with cold water, aqueous sodium hydrogen carbonate, and brine, and dried over magnesium sulfate. Evaporation of the solvent gave a residue which was chromatographed on silica ge... The solvent is C(C)(=O)OCC (ethyl acetate). Product: C(C=C)OC(=O)N(C)C[C@H](CNC(=O)OCC=C)[C@@H](C)O ((2S,3R)-2-(N-allyloxycarbonyl-N-methylaminomethyl)-1-allyloxycarbonylamino-3-hydroxybutane). Yield: 98.5%. Conditions: time 2 hour. RXN SMILES: [CH2:1]([O:4][C:5]([N:7]([CH2:9][C@H:10]([CH2:21][NH:22][C:23]([O:25][CH2:26][CH:27]=[CH2:28])=[O:24])[C@H:11]([O:13][Si](C(C)(C)C)(C)C)[CH3:12])[CH3:8])=[O:6])[CH:2]=[CH2:3].Cl>C(OCC)(=O)C>[CH2:1]([O:4][C:5]([N:7]([CH2:9][C@@H:10]([C@H:11]([OH:13])[CH3:12])[CH2:21][NH:22][C:23]([O:25][CH2:26][CH:27]=[CH2:28])=[O:24])[CH3:8])=[O:6])[CH:2]=[CH2:3]. Starting materials: C(C=C)OC(=O)N(C)C[C@@H]([C@@H](C)O[Si](C)(C)C(C)(C)C)CNC(=O)OCC=C ((2S,3R)-1-(N-allyloxycarbonyl-N-methylamino)-2-allyloxycarbonylaminomethyl-3-t-butyldimethylsilyloxybutane), Cl (hydrochloric acid). Reactants: COc1cc(C)c(Cl)cc1N, O=N[O-], [Na+], O, O, Cl[Sn]Cl. Yields the product COc1cc(C)c(Cl)cc1NN. RXN SMILES: [Cl:1][c:2]1[cH:3][c:4]([NH2:11])[c:5]([O:9][CH3:10])[cH:6][c:7]1[CH3:8].[N:12]([O-:13])=[O:14].[Na+:15].[OH2:16].[OH2:17].[Sn:18]([Cl:19])[Cl:20]>>[Cl:1][c:2]1[cH:3][c:4]([NH:11][NH2:12])[c:5]([O:9][CH3:10])[cH:6][c:7]1[CH3:8].